This data is from the Open Reaction Database (ORD), a public repository of structured organic reaction records. The task is: describe an organic reaction: reactants, conditions, products, and yield The reactants are C(CCCCCCCC)(=O)OCC1=CC(=CC(=C1)[N+](=O)[O-])[N+](=O)[O-] (3,5-dinitrobenzyl pelargonate), [H][H] (hydrogen). Reagents/catalysts: catalyst. The product is C(CCCCCCCC)(=O)OCC1=CC(=CC(=C1)N)N (3,5-diaminobenzyl pelargonate). Yield: 100.1%. RXN SMILES: [C:1]([O:11][CH2:12][C:13]1[CH:18]=[C:17]([N+:19]([O-])=O)[CH:16]=[C:15]([N+:22]([O-])=O)[CH:14]=1)(=[O:10])[CH2:2][CH2:3][CH2:4][CH2:5][CH2:6][CH2:7][CH2:8][CH3:9].[H][H]>>[C:1]([O:11][CH2:12][C:13]1[CH:14]=[C:15]([NH2:22])[CH:16]=[C:17]([NH2:19])[CH:18]=1)(=[O:10])[CH2:2][CH2:3][CH2:4][CH2:5][CH2:6][CH2:7][CH2:8][CH3:9]. Procedure details: 39.6g (0.2 mol) of3,5-dinitrobenzyl alcohol, 23.7 g (0.3 mol) of pyridine and 200 ml of methyl ethyl ketone were introduced into a reactor and dissolved by stirring under a nitrogen gas stream at about 70° C. 35.3 g (0.2 mol) of pelargonic acid chloride was dissolved in 100 ml of methyl ethyl ketone and the resultant solution was added dropwise into the reactor as described above. After the completion of the addition, the mixture was refluxed and stirred under nitrogen for about 2 hours. Then th... The reactants are CCN(C(C)C)C(C)C (DIPEA), C(C)(=O)Cl (acetyl chloride), ClC=1C=C2C=C(NC2=CC1)C(=O)N[C@H]1[C@@H](C2=CC=CC=C2C1)NCC(=O)OC(C)(C)C (1,1-dimethylethyl [((1R,2R)-2-{[(5-chloro-1H-indol-2-yl)carbonyl]amino}-2,3-dihydro-1H-inden-1-yl)amino]acetate). Solvent: C1CCOC1 (THF). Reaction conditions: time 1 hour. Yields the product C(C)(=O)N([C@H]1[C@@H](CC2=CC=CC=C12)NC(=O)C=1NC2=CC=C(C=C2C1)Cl)CC(=O)OC(C)(C)C (1.1-Dimethylethyl [acetyl((1R,2R)-2-{[(5-chloro-1H-indol-2-yl)carbonyl]amino}-2,3-dihydro-1H-inden-1-yl)amino]acetate). Isolated yield 69.7%. RXN SMILES: CCN(C(C)C)C(C)C.[C:10](Cl)(=[O:12])[CH3:11].[Cl:14][C:15]1[CH:16]=[C:17]2[C:21](=[CH:22][CH:23]=1)[NH:20][C:19]([C:24]([NH:26][C@@H:27]1[CH2:35][C:34]3[C:29](=[CH:30][CH:31]=[CH:32][CH:33]=3)[C@H:28]1[NH:36][CH2:37][C:38]([O:40][C:41]([CH3:44])([CH3:43])[CH3:42])=[O:39])=[O:25])=[CH:18]2>C1COCC1>[C:10]([N:36]([CH2:37][C:38]([O:40][C:41]([CH3:44])([CH3:43])[CH3:42])=[O:39])[C@@H:28]1[C:29]2[C:34](=[CH:33][CH:32]=[CH:31][CH:30]=2)[CH2:35][C@H:27]1[NH:26][C:24]([C:19]1[NH:20][C:21]2[C:17]([CH:18]=1)=[CH:16][C:15]([Cl:14])=[CH:23][CH:22]=2)=[O:25])(=[O:12])[CH3:11]. Reported procedure: DIPEA (80 μL, 0.5 mmol) and acetyl chloride (30 μL, 0.5 mmol) were added to a solution of 1,1-dimethylethyl [((1R,2R)-2-{[(5-chloro-1H-indol-2-yl)carbonyl]amino}-2,3-dihydro-1H-inden-1-yl)amino]acetate (Method 8, 200 mg, 0.5 mmol) in THF (10 mL). The reaction was stirred at ambient temperature for approximately 1 h. The volatiles were removed by evaporation under reduced pressure the residue dissolved in EtOAc (50 mL), washed with water (2×10 mL), brine (10 mL) and dried (MgSO4). The volatiles w... RXN SMILES: [CH3:1][Si:2]([Cl:3])([CH3:4])[CH3:5].[CH3:39][C:40]#[N:41].[CH3:8][O:9][c:10]1[c:11](=[O:37])[c:12](-[c:26]2[cH:27][cH:28][n:29][n:30]2-[c:31]2[cH:32][cH:33][cH:34][cH:35][cH:36]2)[n:13][n:14](-[c:16]2[cH:17][c:18]([C:22]([F:23])([F:24])[F:25])[cH:19][cH:20][cH:21]2)[cH:15]1.[I-:6].[Na+:7].[OH2:38]>>[OH:9][c:10]1[c:11](=[O:37])[c:12](-[c:26]2[cH:27][cH:28][n:29][n:30]2-[c:31]2[cH:32][cH:33][cH:34][cH:35][cH:36]2)[n:13][n:14](-[c:16]2[cH:17][c:18]([C:22]([F:23])([F:24])[F:25])[cH:19][cH:20][cH:21]2)[cH:15]1. Starting materials: C[Si](C)(C)Cl, CC#N, COc1cn(-c2cccc(C(F)(F)F)c2)nc(-c2ccnn2-c2ccccc2)c1=O, [I-], [Na+], O. Product: O=c1c(O)cn(-c2cccc(C(F)(F)F)c2)nc1-c1ccnn1-c1ccccc1.